From a dataset of the Open Reaction Database (ORD), a public repository of structured organic reaction records. describe an organic reaction: reactants, conditions, products, and yield Starting materials: FC1=C(N)C=CC(=C1)I (2-Fluoro-4-iodoaniline), C(C#C)OC (methyl propargyl ether). Reagents/catalysts: [Cu]I (CuI), Cl[Pd]([P](C1=CC=CC=C1)(C2=CC=CC=C2)C3=CC=CC=C3)([P](C4=CC=CC=C4)(C5=CC=CC=C5)C6=CC=CC=C6)Cl ((Ph3P)2PdCl2). Solvent: C(C)OCC (diethyl ether), TEA. Run at time 15 hour. Product: FC1=C(N)C=CC(=C1)C#CCOC (2-fluoro-4-(3-methoxy-1-propynyl)aniline). As a reaction SMILES: [F:1][C:2]1[CH:8]=[C:7](I)[CH:6]=[CH:5][C:3]=1[NH2:4].[CH2:10]([O:13][CH3:14])[C:11]#[CH:12]>C(OCC)C.[Cu]I.Cl[Pd](Cl)([P](C1C=CC=CC=1)(C1C=CC=CC=1)C1C=CC=CC=1)[P](C1C=CC=CC=1)(C1C=CC=CC=1)C1C=CC=CC=1>[F:1][C:2]1[CH:8]=[C:7]([C:12]#[C:11][CH2:10][O:13][CH3:14])[CH:6]=[CH:5][C:3]=1[NH2:4] |^1:24,43|. Reported procedure: 2-Fluoro-4-iodoaniline (2.00 g, 8.44 mmol), CuI (32 mg, 0.17 mmol), and (Ph3P)2PdCl2 (119 mg, 0.17 mmol) were weighed into a flask which was sealed and flushed with N2. A solution of methyl propargyl ether (0.65 g, 9.28 mmol) in TEA (8 mL) was added, then the entire mixture stirred 15 hours at room temperature. The reaction mixture was diluted with diethyl ether (100 mL), filtered through Celite®, then all solvents removed under reduced pressure. The resulting dark brown oil was purified by filt... The reactants are CC(C(C)(C)C)N=C(NC#N)NC1=CC=NC=C1.O (P-154), C(C(=C)C)(=O)OCCCC.C=CC1=CC=CC=C1 (Butyl methacrylate styrene). Product: C(C(=C)C)(=O)OC.C(C(=C)C)(=O)OCCCC (Methyl methacrylate butyl methacrylate). Reaction SMILES: CC(N=C(NC1C=CN=CC=1)NC#N)C(C)(C)C.O.[C:20]([O:25][CH2:26][CH2:27][CH2:28][CH3:29])(=[O:24])[C:21]([CH3:23])=[CH2:22].C=CC1C=CC=CC=1>>[C:20]([O:25][CH3:26])(=[O:24])[C:21]([CH3:23])=[CH2:22].[C:20]([O:25][CH2:26][CH2:27][CH2:28][CH3:29])(=[O:24])[C:21]([CH3:23])=[CH2:22] |f:0.1,2.3,4.5|. Reported procedure: (P-154): Butyl methacrylate-styrene copolymer (90/10) Starting materials: O=O (oxygen), C(CCCCCCCCCC)(=O)O (undecanoic acid). Yields the product C(CCCCCCCCCC)O (1-undecanol). Yield: 22.0%. As a reaction SMILES: O=O.[C:3](O)(=[O:14])[CH2:4][CH2:5][CH2:6][CH2:7][CH2:8][CH2:9][CH2:10][CH2:11][CH2:12][CH3:13]>>[CH2:3]([OH:14])[CH2:4][CH2:5][CH2:6][CH2:7][CH2:8][CH2:9][CH2:10][CH2:11][CH2:12][CH3:13]. Procedure: In 3 mL of acetic acid was dissolved 375 mg of 1-undecanol to give a solution, and the solution was combined with 150 mg of the catalyst B10 obtained from Example 22 and 32 mg of N-hydroxyphthalimide, followed by stirring at 100° C. in an oxygen atmosphere at normal atmospheric pressure for 4 hours. The reaction mixture was analyzed through gas chromatography to find that undecanoic acid was produced in a yield of 22% with a conversion from 1-undecanol of 44%.